From a dataset of the Open Reaction Database (ORD), a public repository of structured organic reaction records. describe an organic reaction: reactants, conditions, products, and yield Reactants: [O-]Cl, Cl, FC(F)=C(F)C(F)(F)F, [Na+], [Na+], [OH-]. The product is FC(F)(F)C1(F)OC1(F)F. RXN SMILES: [Cl:13][O-:14].[Cl:1].[F:4][C:5]([C:6](=[C:7]([F:8])[F:9])[F:10])([F:11])[F:12].[Na+:15].[Na+:3].[OH-:2]>>[O:2]1[C:6]([C:5]([F:4])([F:11])[F:12])([F:10])[C:7]1([F:8])[F:9]. Starting materials: 4-N,N-dimethylaminopyridine, CNC=1N(N=C(C1)C=1C=NC=CC1)C (methyl-(2-methyl-5-pyridin-3-yl-2H-pyrazol-3-yl)-amine), CC(C(=O)Cl)CSC (2-methyl-3-methylsulfanyl-propionylchloride). The solvent is ClC(C)Cl (DCE), ice, ClC(C)Cl (DCE). Run at time 10 minute. Yields the product CC(C(=O)N(C=1N(N=C(C1)C=1C=NC=CC1)C)C)CSC (2,N-dimethyl-N-(2-methyl-5-pyridin-3-yl-2H-pyrazol-3-yl)-3-methylsulfanyl-propionamide), semi-solid. Yield: 24.0%. Reaction SMILES: [CH3:1][NH:2][C:3]1[N:4]([CH3:14])[N:5]=[C:6]([C:8]2[CH:9]=[N:10][CH:11]=[CH:12][CH:13]=2)[CH:7]=1.[CH3:15][CH:16]([CH2:20][S:21][CH3:22])[C:17](Cl)=[O:18]>ClC(Cl)C>[CH3:15][CH:16]([CH2:20][S:21][CH3:22])[C:17]([N:2]([CH3:1])[C:3]1[N:4]([CH3:14])[N:5]=[C:6]([C:8]2[CH:9]=[N:10][CH:11]=[CH:12][CH:13]=2)[CH:7]=1)=[O:18]. Reported procedure: To a solution of methyl-(2-methyl-5-pyridin-3-yl-2H-pyrazol-3-yl)-amine (150 mg, 0.8 mmol) under N2 in ice-cold dichloroethane (DCE; 2 mL) was added dropwise via pipette a solution of 2-methyl-3-methylsulfanyl-propionylchloride (146 mg, 0.9 mmol) in DCE (1.5 mL). After stirring for 10 minutes (min), a solution of 4-N,N-dimethylaminopyridine (DMAP; 107 mg, 0.9 mmol) in DCE (2 mL) was added dropwise. The ice bath was removed after 30 min, and the mixture was stirred at room temperature for 90 min ...